Dataset: the Open Reaction Database (ORD), a public repository of structured organic reaction records. Task: describe an organic reaction: reactants, conditions, products, and yield Starting materials: CN, CCO, CC1Cc2cc([N+](=O)[O-])cc([N+](=O)[O-])c2O1. Yields the product CNc1c(CC(C)O)cc([N+](=O)[O-])cc1[N+](=O)[O-]. As a reaction SMILES: [CH3:17][NH2:18].[CH3:19][CH2:20][OH:21].[N+:1](=[O:2])([O-:3])[c:4]1[cH:5][c:6]([N+:14](=[O:15])[O-:16])[c:7]2[c:8]([cH:13]1)[CH2:9][CH:10]([CH3:12])[O:11]2>>[N+:1](=[O:2])([O-:3])[c:4]1[cH:5][c:6]([N+:14](=[O:15])[O-:16])[c:7]([NH:18][CH3:17])[c:8]([CH2:9][CH:10]([OH:11])[CH3:12])[cH:13]1. Yields the product CN(C)CCC(=O)OCc1c(F)c(N)c2c(=O)cc(-c3ccc(N)c(F)c3)oc2c1F. Reaction SMILES: [CH3:31][NH:32][CH3:33].[CH3:44][N:45]([CH3:46])[CH:47]=[O:48].[CH:34]([N:35]([CH:36]([CH3:37])[CH3:38])[CH2:39][CH3:40])([CH3:41])[CH3:42].[ClH:30].[NH2:1][c:2]1[c:3]([F:29])[c:4]([CH2:22][O:23][C:24]([CH2:25][CH2:26][Br:27])=[O:28])[c:5]([F:21])[c:6]2[c:7]1[c:8](=[O:20])[cH:9][c:10](-[c:12]1[cH:13][c:14]([F:19])[c:15]([NH2:18])[cH:16][cH:17]1)[o:11]2.[OH2:43]>>[NH2:1][c:2]1[c:3]([F:29])[c:4]([CH2:22][O:23][C:24]([CH2:25][CH2:26][N:32]([CH3:31])[CH3:33])=[O:28])[c:5]([F:21])[c:6]2[c:7]1[c:8](=[O:20])[cH:9][c:10](-[c:12]1[cH:13][c:14]([F:19])[c:15]([NH2:18])[cH:16][cH:17]1)[o:11]2. The reactants are CNC, CN(C)C=O, CCN(C(C)C)C(C)C, Cl, Nc1ccc(-c2cc(=O)c3c(N)c(F)c(COC(=O)CCBr)c(F)c3o2)cc1F, O. The reactants are Cl.C(C1=CC=CC=C1)OC1=C(C=CC=C1)C(C)N ((+)-1-(2-benzyloxyphenyl)ethylamine hydrochloride). Reagents/catalysts: [Pd] (Pd-C). Solvent: CO (methanol). Yields the product Cl.OC1=C(C=CC=C1)C(C)N ((+)-1-(2-hydroxyphenyl)ethylamine hydrochloride). Isolated yield 102.4%. As a reaction SMILES: [ClH:1].C([O:9][C:10]1[CH:15]=[CH:14][CH:13]=[CH:12][C:11]=1[CH:16]([NH2:18])[CH3:17])C1C=CC=CC=1>[Pd].CO>[ClH:1].[OH:9][C:10]1[CH:15]=[CH:14][CH:13]=[CH:12][C:11]=1[CH:16]([NH2:18])[CH3:17] |f:0.1,4.5|. Procedure: A mixture obtained by adding 2.64 g of (+)-1-(2-benzyloxyphenyl)ethylamine hydrochloride prepared in Referential Example (3-1) and 0.26 g of 5% Pd-C to 40 ml of methanol was subjected to hydrogenation at room temperature and normal pressure, whereby 256 ml of hydrogen was absorbed. After filtering off the catalyst, the filtrate was concentrated under reduced pressure to give 1.78 g of (+)-1-(2-hydroxyphenyl)ethylamine hydrochloride. Reactants: ON=C(C1=CN=CC=C1)N (N′-hydroxynicotinimidamide), FC1=C(C(=O)O)C=C(C=C1)F (2,5-difluorobenzoic acid), N (NH3). Yields the product FC1=C(C=C(C=C1)F)C1=NC(=NO1)C=1C=NC=CC1 (5-(2,5-difluorophenyl)-3-(pyridin-3-yl)-1,2,4-oxadiazole). RXN SMILES: [OH:1][N:2]=[C:3]([NH2:10])[C:4]1[CH:9]=[CH:8][CH:7]=[N:6][CH:5]=1.[F:11][C:12]1[CH:20]=[CH:19][C:18]([F:21])=[CH:17][C:13]=1[C:14](O)=O.N>>[F:11][C:12]1[CH:20]=[CH:19][C:18]([F:21])=[CH:17][C:13]=1[C:14]1[O:1][N:2]=[C:3]([C:4]2[CH:5]=[N:6][CH:7]=[CH:8][CH:9]=2)[N:10]=1. Reported procedure: The title compound was prepared according to the procedure of Example 8 using N′-hydroxynicotinimidamide (Aldrich) and 2,5-difluorobenzoic acid (Aldrich). 1H NMR (300 MHz, CD3OD) δ 7.41-7.56 (m, 2 H), 7.65 (ddd, J=7.9, 5.0, 1.0 Hz, 1 H), 7.98-8.04 (m, 1 H), 8.57 (dt, J=8.0, 1.9 Hz, 1 H), 8.75 (dd, J=5.2, 1.6 Hz, 1 H), 9.31 (dd, J=2.0, 0.8 Hz, 1 H); MS (DCI/NH3) m/z 260 (M+H)+. The reactants are O (water), BrC(C(CCSC=1SC=CN1)F)(F)F (2-(4-bromo-3,4,4-trifluorobutylthio)thiazole), S(=O)(=O)(Cl)Cl (sulfuryl chloride). The solvent is ClCCl (dichloromethane), ClCCl (dichloromethane). Product: BrC(C(CCSC=1SC(=CN1)Cl)F)(F)F (2-(4-bromo-3,4,4-trifluorobutylthio)-5-chlorothiazole). As a reaction SMILES: [Br:1][C:2]([F:14])([F:13])[CH:3]([F:12])[CH2:4][CH2:5][S:6][C:7]1[S:8][CH:9]=[CH:10][N:11]=1.S(Cl)([Cl:18])(=O)=O.O>ClCCl>[Br:1][C:2]([F:13])([F:14])[CH:3]([F:12])[CH2:4][CH2:5][S:6][C:7]1[S:8][C:9]([Cl:18])=[CH:10][N:11]=1. Procedure details: The compound from Step 1 (30.6 g) in dichloromethane (130 cm3) was treated at ambient temperature with sulfuryl chloride (9.6 cm3) in dichloromethane (30 cm3) over 1 hour with stirring under an atmosphere of nitrogen. The reaction was stirred for a further 1 hour, poured slowly into water (250 cm3) and stirred for 0.25 hours. The organic phase was separated, the aqueous phase extracted with dichloromethane (2×75 cm3), the combined organic phases washed with aqueous sodium hydrogen carbonate, bri...